Dataset: the Open Reaction Database (ORD), a public repository of structured organic reaction records. Task: describe an organic reaction: reactants, conditions, products, and yield Reactants: CC(C)c1ccccc1Br, [Li]CCCC, C=O, C1CCOC1. Yields the product CC(C)c1ccccc1CO. RXN SMILES: [Br:1][c:2]1[c:3]([CH:8]([CH3:9])[CH3:10])[cH:4][cH:5][cH:6][cH:7]1.[CH2:11]([Li:12])[CH2:13][CH2:14][CH3:15].[CH2:16]=[O:17].[CH2:18]1[O:19][CH2:20][CH2:21][CH2:22]1>>[c:2]1([CH2:16][OH:17])[c:3]([CH:8]([CH3:9])[CH3:10])[cH:4][cH:5][cH:6][cH:7]1. As a reaction SMILES: [CH3:1][O:2][C:3](=[O:22])[CH:4]([NH:14][C:15]([O:17][C:18]([CH3:21])([CH3:20])[CH3:19])=[O:16])[CH2:5][S:6][C:7]1[CH:12]=[CH:11][C:10](Br)=[CH:9][CH:8]=1.[CH:23]1[C:31]2[C:30]3[CH:32]=[CH:33][CH:34]=[CH:35][C:29]=3[O:28][C:27]=2[C:26]([C:36]2[CH:41]=[CH:40][C:39](B(O)O)=[CH:38][CH:37]=2)=[CH:25][CH:24]=1.C([O-])([O-])=O.[K+].[K+]>C1(C)C=CC=CC=1.C(O)C.C(OCC)(=O)C.C1C=CC([P]([Pd]([P](C2C=CC=CC=2)(C2C=CC=CC=2)C2C=CC=CC=2)([P](C2C=CC=CC=2)(C2C=CC=CC=2)C2C=CC=CC=2)[P](C2C=CC=CC=2)(C2C=CC=CC=2)C2C=CC=CC=2)(C2C=CC=CC=2)C2C=CC=CC=2)=CC=1>[CH3:1][O:2][C:3](=[O:22])[CH:4]([NH:14][C:15]([O:17][C:18]([CH3:21])([CH3:20])[CH3:19])=[O:16])[CH2:5][S:6][C:7]1[CH:12]=[CH:11][C:10]([C:39]2[CH:40]=[CH:41][C:36]([C:26]3[C:27]4[O:28][C:29]5[CH:35]=[CH:34][CH:33]=[CH:32][C:30]=5[C:31]=4[CH:23]=[CH:24][CH:25]=3)=[CH:37][CH:38]=2)=[CH:9][CH:8]=1 |f:2.3.4,^1:70,72,91,110|. The reactants are COC(C(CSC1=CC=C(C=C1)Br)NC(=O)OC(C)(C)C)=O (2-tert-Butoxycarbonylamino-3-(4-bromophenylsulfanyl)-propanoic acid methyl ester), C1=CC=C(C=2OC3=C(C21)C=CC=C3)C3=CC=C(C=C3)B(O)O (4-(4-dibenzofuranyl)benzeneboronic acid), C(=O)([O-])[O-].[K+].[K+] (K2CO3). The product is COC(C(CSC1=CC=C(C=C1)C1=CC=C(C=C1)C1=CC=CC2=C1OC1=C2C=CC=C1)NC(=O)OC(C)(C)C)=O (2-tert-Butoxycarbonylamino-3-(4′-dibenzofuran-4-yl-biphen-4-ylsulfanyl)-propanoic acid methyl ester). Reported procedure: A solution of 2-tert-Butoxycarbonylamino-3-(4-bromophenylsulfanyl)-propanoic acid methyl ester (0.55 g, 1.41 mmol), 4-(4-dibenzofuranyl)benzeneboronic acid (0.44 g, 1.52 mmol) and Pd(PPh3)4 (0.073 g, 5 mol %) in toluene (15 mL) and ethanol (3.0 mL) was treated with 2 M K2CO3 (2.2 mL). The reaction mixture was heated to reflux for 2 h, cooled to room temperature, diluted with ethyl acetate (100 mL). The organic layer was washed successively with 2% aq HCl and sat. aq NaCl, dried over MgSO4 and co... Yield: 70.7%. The reagents and catalysts are C=1C=CC(=CC1)[P](C=2C=CC=CC2)(C=3C=CC=CC3)[Pd]([P](C=4C=CC=CC4)(C=5C=CC=CC5)C=6C=CC=CC6)([P](C=7C=CC=CC7)(C=8C=CC=CC8)C=9C=CC=CC9)[P](C=1C=CC=CC1)(C=1C=CC=CC1)C=1C=CC=CC1 (Pd(PPh3)4). Solvent: C1(=CC=CC=C1)C (toluene), C(C)O (ethanol), C(C)(=O)OCC (ethyl acetate). Reactants: O (Water), product, C(C1=CC=CC=C1)OC1=CC=C(C=C1)O (4-Benzyloxyphenol), [Si](C)(C)(C(C)(C)C)Cl (tert-butyldimethylsilyl chloride), N1C=NC=C1 (Imidazole). Solvent: CN(C=O)C (dimethylformamide). Conditions: time 8 hour. The product is C(C1=CC=CC=C1)OC1=CC=C(C=C1)O[Si](C)(C)C(C)(C)C (1 -(Benzyloxy)-4-(tert-butyldimethylsilyloxy)benzene). Reaction SMILES: [CH2:1]([O:8][C:9]1[CH:14]=[CH:13][C:12]([OH:15])=[CH:11][CH:10]=1)[C:2]1[CH:7]=[CH:6][CH:5]=[CH:4][CH:3]=1.[Si:16](Cl)([C:19]([CH3:22])([CH3:21])[CH3:20])([CH3:18])[CH3:17].N1C=CN=C1.O>CN(C)C=O>[CH2:1]([O:8][C:9]1[CH:10]=[CH:11][C:12]([O:15][Si:16]([C:19]([CH3:22])([CH3:21])[CH3:20])([CH3:18])[CH3:17])=[CH:13][CH:14]=1)[C:2]1[CH:3]=[CH:4][CH:5]=[CH:6][CH:7]=1. Procedure details: 4-Benzyloxyphenol (39 g, 0.19 mole) and tert-butyldimethylsilyl chloride (32.31 g, 0.21 mole) were dissolved in dimethylformamide (200 ml). Imidazole (14.59 g, 0.21 mole) was added in portions and after the addition the reaction mixture was stirred overnight. Water was added and the mixture was extracted with ether. The combined organic layers were washed with water and dried over anhydrous calcium chloride. The solvent was evaporated to yield crystallized product (60.2 g, 0.19 mole, 98%). Reactants: Cc1cc(-c2cccc(C(=O)CC(=O)Nc3cc(C(F)(F)F)c(N(C)C(C)C)cc3NC(=O)OC(C)(C)C)c2)ccn1, ClCCl, O=C(O)C(F)(F)F. Product: Cc1cc(-c2cccc(C3=Nc4cc(N(C)C(C)C)c(C(F)(F)F)cc4NC(=O)C3)c2)ccn1. RXN SMILES: [C:1]([O:2][C:3](=[O:4])[NH:7][c:8]1[c:9]([NH:23][C:24]([CH2:25][C:26](=[O:5])[c:28]2[cH:29][c:30](-[c:34]3[cH:35][c:36]([CH3:40])[n:37][cH:38][cH:39]3)[cH:31][cH:32][cH:33]2)=[O:41])[cH:10][c:11]([C:19]([F:20])([F:21])[F:22])[c:12]([N:14]([CH3:15])[CH:16]([CH3:17])[CH3:18])[cH:13]1)([CH3:6])([CH3:27])[CH3:42].[Cl:50][CH2:51][Cl:52].[F:43][C:44]([F:45])([F:46])[C:47]([OH:48])=[O:49]>>[N:7]1=[C:26]([c:28]2[cH:29][c:30](-[c:34]3[cH:35][c:36]([CH3:40])[n:37][cH:38][cH:39]3)[cH:31][cH:32][cH:33]2)[CH2:25][C:24](=[O:41])[NH:23][c:9]2[c:8]1[cH:13][c:12]([N:14]([CH3:15])[CH:16]([CH3:17])[CH3:18])[c:11]([C:19]([F:20])([F:21])[F:22])[cH:10]2. Reactants: [H-], CI, [Na+], C1CCOC1, c1ccc(C2OC3(CCNCC3)N3CCCCC23)cc1. Yields the product CN1CCC2(CC1)OC(c1ccccc1)C1CCCCN12. RXN SMILES: [H-:1].[I:23][CH3:24].[Na+:2].[O:25]1[CH2:26][CH2:27][CH2:28][CH2:29]1.[c:3]1([CH:9]2[O:10][C:11]3([N:12]4[CH:13]2[CH2:14][CH2:15][CH2:16][CH2:17]4)[CH2:18][CH2:19][NH:20][CH2:21][CH2:22]3)[cH:4][cH:5][cH:6][cH:7][cH:8]1>>[c:3]1([CH:9]2[O:10][C:11]3([N:12]4[CH:13]2[CH2:14][CH2:15][CH2:16][CH2:17]4)[CH2:18][CH2:19][N:20]([CH3:24])[CH2:21][CH2:22]3)[cH:4][cH:5][cH:6][cH:7][cH:8]1. Reactants: ClCCl, O=[Cr](=O)([O-])Cl, O=c1nc(N2CCC(O)CC2)sc2ncccc12, c1cc[nH+]cc1. The product is O=C1CCN(c2nc(=O)c3cccnc3s2)CC1. RXN SMILES: [CH2:30]([Cl:31])[Cl:32].[O:19]=[Cr:20]([Cl:21])([O-:22])=[O:23].[OH:1][CH:2]1[CH2:3][CH2:4][N:5]([c:8]2[s:9][c:10]3[c:11]([c:12](=[O:14])[n:13]2)[cH:15][cH:16][cH:17][n:18]3)[CH2:6][CH2:7]1.[nH+:24]1[cH:25][cH:26][cH:27][cH:28][cH:29]1>>[O:1]=[C:2]1[CH2:3][CH2:4][N:5]([c:8]2[s:9][c:10]3[c:11]([c:12](=[O:14])[n:13]2)[cH:15][cH:16][cH:17][n:18]3)[CH2:6][CH2:7]1.